From a dataset of the Open Reaction Database (ORD), a public repository of structured organic reaction records. describe an organic reaction: reactants, conditions, products, and yield Starting materials: CN1C(=CC2=CC=CC=C12)CCC1=CC=C(C#N)C=C1 (4-[2-(1-methyl-indol-2-yl)ethyl]benzonitrile), [N+](=O)([O-])[O-].[K+] (potassium nitrate). Solvent: S(O)(O)(=O)=O (sulphuric acid). Run at temperature 2 celsius, time 30 minute. The product is CN1C(=CC2=CC(=CC=C12)[N+](=O)[O-])CCC1=CC=C(C#N)C=C1 (4-[2-(1-methyl-5-nitro-indol-2-yl)ethyl]benzonitrile). Reaction SMILES: [CH3:1][N:2]1[C:10]2[C:5](=[CH:6][CH:7]=[CH:8][CH:9]=2)[CH:4]=[C:3]1[CH2:11][CH2:12][C:13]1[CH:20]=[CH:19][C:16]([C:17]#[N:18])=[CH:15][CH:14]=1.[N+:21]([O-])([O-:23])=[O:22].[K+]>S(=O)(=O)(O)O>[CH3:1][N:2]1[C:10]2[C:5](=[CH:6][C:7]([N+:21]([O-:23])=[O:22])=[CH:8][CH:9]=2)[CH:4]=[C:3]1[CH2:11][CH2:12][C:13]1[CH:14]=[CH:15][C:16]([C:17]#[N:18])=[CH:19][CH:20]=1 |f:1.2|. Procedure: Within 2 hours 1.7 g (6.53 mmol) of 4-[2-(1-methyl-indol-2-yl)ethyl]benzonitrile is dissolved in 20 ml conc. sulphuric acid at 15° C. and then cooled to 2° C. Then 0.66 g (6.53 mmol) of potassium nitrate are added batchwise (temperature rise to about 10° C.). The mixture is stirred for a further 30 minutes at 2-5° C. and then poured onto ice. The yellowish precipitate formed is filtered off and washed with water. The reactants are CC(C)(C)OC(=O)NCC1Cc2ccc3[nH]c(=O)ccc3c2O1, CO, ClC(Cl)Cl, O=C1CCC(=O)N1I. Product: CC(C)(C)OC(=O)NCC1Cc2cc(I)c3[nH]c(=O)ccc3c2O1. Reaction SMILES: [C:1]([CH3:2])([CH3:3])([CH3:4])[O:5][C:6](=[O:7])[NH:8][CH2:9][CH:10]1[CH2:11][c:12]2[c:13]([c:14]3[cH:15][cH:16][c:17](=[O:22])[nH:18][c:19]3[cH:20][cH:21]2)[O:23]1.[CH3:32][OH:33].[CH:34]([Cl:35])([Cl:36])[Cl:37].[I:24][N:25]1[C:26](=[O:27])[CH2:28][CH2:29][C:30]1=[O:31]>>[C:1]([CH3:2])([CH3:3])([CH3:4])[O:5][C:6](=[O:7])[NH:8][CH2:9][CH:10]1[CH2:11][c:12]2[c:13]([c:14]3[cH:15][cH:16][c:17](=[O:22])[nH:18][c:19]3[c:20]([I:24])[cH:21]2)[O:23]1. The reactants are Br, CO, CC(C)(O)Cn1c(N)nc2c(Cl)nc3ccccc3c21, N. Yields the product Br, CC(C)(O)Cn1c(N)nc2c(N)nc3ccccc3c21. RXN SMILES: [BrH:1].[CH3:23][OH:24].[Cl:2][c:3]1[n:4][c:5]2[cH:6][cH:7][cH:8][cH:9][c:10]2[c:11]2[c:12]1[n:13][c:14]([NH2:21])[n:15]2[CH2:16][C:17]([CH3:18])([OH:19])[CH3:20].[NH3:22]>>[BrH:1].[c:3]1([NH2:22])[n:4][c:5]2[cH:6][cH:7][cH:8][cH:9][c:10]2[c:11]2[c:12]1[n:13][c:14]([NH2:21])[n:15]2[CH2:16][C:17]([CH3:18])([OH:19])[CH3:20]. Procedure: Methyl 10-carboxydecyldithiocarbamate (28 g., 0.096 mol.) was reacted with 6.5 g. (0.1 mol.) of sodium azide according to the procedure described in Example 7. Acidification upon work-up gave 1-(10-carboxydecyl)tetrazole-5-thiol as a white precipitate, m.p. 95°-98°. Reaction SMILES: [C:1]([CH2:4][CH2:5][CH2:6][CH2:7][CH2:8][CH2:9][CH2:10][CH2:11][CH2:12][CH2:13][NH:14][C:15](=[S:18])SC)([OH:3])=[O:2].[N-:19]=[N+:20]=[N-:21].[Na+]>>[C:1]([CH2:4][CH2:5][CH2:6][CH2:7][CH2:8][CH2:9][CH2:10][CH2:11][CH2:12][CH2:13][N:14]1[C:15]([SH:18])=[N:21][N:20]=[N:19]1)([OH:3])=[O:2] |f:1.2|. Product: C(=O)(O)CCCCCCCCCCN1N=NN=C1S (1-(10-carboxydecyl)tetrazole-5-thiol). The reactants are C(=O)(O)CCCCCCCCCCNC(SC)=S (Methyl 10-carboxydecyldithiocarbamate), [N-]=[N+]=[N-].[Na+] (sodium azide). Reactants: C1COCCN1, CCO, [Na+], [OH-], OCn1nc(-c2ccccc2)c2ccccc21. Yields the product c1ccc(-c2nn(CN3CCOCC3)c3ccccc23)cc1. As a reaction SMILES: [CH2:18]1[CH2:19][O:20][CH2:21][CH2:22][NH:23]1.[CH3:26][CH2:27][OH:28].[Na+:25].[OH-:24].[OH:1][CH2:2][n:3]1[n:4][c:5](-[c:12]2[cH:13][cH:14][cH:15][cH:16][cH:17]2)[c:6]2[cH:7][cH:8][cH:9][cH:10][c:11]12>>[CH2:2]([n:3]1[n:4][c:5](-[c:12]2[cH:13][cH:14][cH:15][cH:16][cH:17]2)[c:6]2[cH:7][cH:8][cH:9][cH:10][c:11]12)[N:23]1[CH2:18][CH2:19][O:20][CH2:21][CH2:22]1. Reactants: CS(C)=O, CCONC(=O)CCl, O=C(O)C(=NO)c1ccco1. Product: CCONC(=O)CON=C(C(=O)O)c1ccco1. As a reaction SMILES: [CH3:20][S:21]([CH3:22])=[O:23].[Cl:1][CH2:2][C:3](=[O:4])[NH:5][O:6][CH2:7][CH3:8].[o:9]1[c:10]([C:14]([C:15](=[O:16])[OH:17])=[N:18][OH:19])[cH:11][cH:12][cH:13]1>>[CH2:2]([C:3](=[O:4])[NH:5][O:6][CH2:7][CH3:8])[O:19][N:18]=[C:14]([c:10]1[o:9][cH:13][cH:12][cH:11]1)[C:15](=[O:16])[OH:17]. Starting materials: CCC(=O)Nc1scc(C)c1C(=O)c1ccccc1Cl, CCO, [K+], [OH-], O. Product: CNc1scc(C)c1C(=O)c1ccccc1Cl. As a reaction SMILES: [CH3:1][CH2:2][C:3](=[O:4])[NH:5][c:6]1[s:7][cH:8][c:9]([CH3:20])[c:10]1[C:11]([c:12]1[c:13]([Cl:18])[cH:14][cH:15][cH:16][cH:17]1)=[O:19].[CH3:23][CH2:24][OH:25].[K+:22].[OH-:21].[OH2:26]>>[CH3:3][NH:5][c:6]1[s:7][cH:8][c:9]([CH3:20])[c:10]1[C:11]([c:12]1[c:13]([Cl:18])[cH:14][cH:15][cH:16][cH:17]1)=[O:19]. The reactants are CC(C)(C)O, CC(=O)O, CCOC(=O)c1c2n(c3cc(N4CCN(C)CC4)c(F)cc3c1=O)C(c1ccccc1)S2, [K+], [OH-], O, O. Yields the product CN1CCN(c2cc3c(cc2F)c(=O)c(C(=O)O)c2n3C(c3ccccc3)S2)CC1. RXN SMILES: [C:34]([OH:35])([CH3:36])([CH3:37])[CH3:38].[CH3:42][C:43](=[O:44])[OH:45].[F:1][c:2]1[cH:3][c:4]2[c:5](=[O:32])[c:6]([C:27](=[O:28])[O:29][CH2:30][CH3:31])[c:7]3[n:8]([c:9]2[cH:10][c:11]1[N:12]1[CH2:13][CH2:14][N:15]([CH3:18])[CH2:16][CH2:17]1)[CH:19]([c:21]1[cH:22][cH:23][cH:24][cH:25][cH:26]1)[S:20]3.[K+:40].[OH-:39].[OH2:33].[OH2:41]>>[F:1][c:2]1[cH:3][c:4]2[c:5](=[O:32])[c:6]([C:27](=[O:28])[OH:29])[c:7]3[n:8]([c:9]2[cH:10][c:11]1[N:12]1[CH2:13][CH2:14][N:15]([CH3:18])[CH2:16][CH2:17]1)[CH:19]([c:21]1[cH:22][cH:23][cH:24][cH:25][cH:26]1)[S:20]3.